This data is from the Open Reaction Database (ORD), a public repository of structured organic reaction records. The task is: describe an organic reaction: reactants, conditions, products, and yield Reactants: C(CC(=O)OCC)(=O)OCC (diethyl malonate), [H-].[Na+] (sodium hydride), ClCC(=O)N (chloroacetamide). Solvent: CN(C=O)C (N,N-dimethylformamide). Conditions: time 8 minute. Product: C(C)OC(=O)C1C(NC(C1)=O)=O (2,5-dioxopyrrolidine-3-carboxylic acid ethyl ester). As a reaction SMILES: [C:1]([O:9]CC)(=O)[CH2:2][C:3]([O:5][CH2:6][CH3:7])=[O:4].[H-].[Na+].Cl[CH2:15][C:16]([NH2:18])=[O:17]>CN(C)C=O>[CH2:6]([O:5][C:3]([CH:2]1[CH2:15][C:16](=[O:17])[NH:18][C:1]1=[O:9])=[O:4])[CH3:7] |f:1.2|. Procedure: To a solution of diethyl malonate (6.1 ml) in N,N-dimethylformamide (30 ml) are added 60% sodium hydride (1.6 g) at 0° C. and, after 8 minutes, chloroacetamide (1.87 g). After stirring at room temperature for 3.5 hours, the mixture in neutralized with acetic acid and extracted with ethyl acetate. The extract is washed with water and concentrated to give 2,5-dioxopyrrolidine-3-carboxylic acid ethyl ester. Oil. Reactants: C1CCOC1, Cl, COC(=O)c1ccc(N2CCC(Oc3ccccc3C(F)(F)F)CC2)nn1, [Li+], [OH-], O, O. Yields the product O=C(O)c1ccc(N2CCC(Oc3ccccc3C(F)(F)F)CC2)nn1. RXN SMILES: [CH2:32]1[O:33][CH2:34][CH2:35][CH2:36]1.[ClH:31].[F:1][C:2]([c:3]1[c:4]([O:5][CH:6]2[CH2:7][CH2:8][N:9]([c:12]3[cH:13][cH:14][c:15]([C:18](=[O:19])[O:20][CH3:21])[n:16][n:17]3)[CH2:10][CH2:11]2)[cH:22][cH:23][cH:24][cH:25]1)([F:26])[F:27].[Li+:30].[OH-:29].[OH2:28].[OH2:37]>>[F:1][C:2]([c:3]1[c:4]([O:5][CH:6]2[CH2:7][CH2:8][N:9]([c:12]3[cH:13][cH:14][c:15]([C:18](=[O:19])[OH:20])[n:16][n:17]3)[CH2:10][CH2:11]2)[cH:22][cH:23][cH:24][cH:25]1)([F:26])[F:27]. As a reaction SMILES: [CH3:45][CH2:46][OH:47].[ClH:44].[K+:43].[OH-:42].[c:1]1([S:2](=[O:3])(=[O:4])[n:10]2[c:11]([C:36](=[CH:37][C:38](=[O:39])[OH:40])[CH3:41])[cH:12][c:13]3[c:14](-[c:19]4[c:20]([O:31][CH2:32][CH2:33][CH2:34][CH3:35])[c:21]([CH:28]([CH3:29])[CH3:30])[cH:22][c:23]([CH:25]([CH3:26])[CH3:27])[cH:24]4)[cH:15][cH:16][cH:17][c:18]23)[cH:5][cH:6][cH:7][cH:8][cH:9]1>>[nH:10]1[c:11]([C:36](=[CH:37][C:38](=[O:39])[OH:40])[CH3:41])[cH:12][c:13]2[c:14](-[c:19]3[c:20]([O:31][CH2:32][CH2:33][CH2:34][CH3:35])[c:21]([CH:28]([CH3:29])[CH3:30])[cH:22][c:23]([CH:25]([CH3:26])[CH3:27])[cH:24]3)[cH:15][cH:16][cH:17][c:18]12. Product: CCCCOc1c(-c2cccc3[nH]c(C(C)=CC(=O)O)cc23)cc(C(C)C)cc1C(C)C. The reactants are CCO, Cl, [K+], [OH-], CCCCOc1c(-c2cccc3c2cc(C(C)=CC(=O)O)n3S(=O)(=O)c2ccccc2)cc(C(C)C)cc1C(C)C. Reactants: [H-].[Na+] (sodium hydride), C(CC)N1C=NC2=C(C1=O)C=CN2 (3-propyl-7H-pyrrolo[2,3-d]pyrimidin-4-one), ClC1=CC=C(C(=O)C2=CC=C(CBr)C=C2)C=C1 (4-(4-chlorobenzoyl)benzyl bromide). Run in COCCOC (DME), COCCOC (DME). Yields the product ClC1=CC=C(C(=O)C2=CC=C(CN3C=CC4=C3N=CN(C4=O)CCC)C=C2)C=C1 (7-[4-(4-Chlorobenzoyl)benzyl]-3-propyl-7H-pyrrolo-[2,3-d]pyrimidin-4-one). Isolated yield 88.9%. RXN SMILES: [CH2:1]([N:4]1[C:9](=[O:10])[C:8]2[CH:11]=[CH:12][NH:13][C:7]=2[N:6]=[CH:5]1)[CH2:2][CH3:3].[H-].[Na+].[Cl:16][C:17]1[CH:32]=[CH:31][C:20]([C:21]([C:23]2[CH:30]=[CH:29][C:26]([CH2:27]Br)=[CH:25][CH:24]=2)=[O:22])=[CH:19][CH:18]=1>COCCOC>[Cl:16][C:17]1[CH:18]=[CH:19][C:20]([C:21]([C:23]2[CH:30]=[CH:29][C:26]([CH2:27][N:13]3[C:7]4[N:6]=[CH:5][N:4]([CH2:1][CH2:2][CH3:3])[C:9](=[O:10])[C:8]=4[CH:11]=[CH:12]3)=[CH:25][CH:24]=2)=[O:22])=[CH:31][CH:32]=1 |f:1.2|. Reported procedure: Under argon gas, 3-propyl-7H-pyrrolo[2,3-d]pyrimidin-4-one (249 mg) was dissolved in anhydrous DME (6 ml) and, under ice-cooling and stirring, 60% sodium hydride-oil (62 mg) was added. The mixture was stirred for 30 minutes, after which a solution of 4-(4-chlorobenzoyl)benzyl bromide (564 mg) in anhydrous DME (2 ml) was added. The mixture was further stirred at room temperature for 2 hours. The solvent was then distilled off under reduced pressure and the residue was dissolved in ethyl acetate, ... Starting materials: ClC1=NC=C(C(=N1)NC1=C(C=CC=C1)S(=O)(=O)N1CCCC1)Cl ((2,5-Dichloro-pyrimidin-4-yl)-[2-(pyrrolidine-1-sulfonyl)-phenyl]-amine), NC1=CC2=C(CCN(CC2)CCO)C=C1OC (2-(7-Amino-8-methoxy-1,2,4,5-tetrahydro-3-benzazepin-3-yl)-ethanol). Yields the product ClC=1C(=NC(=NC1)NC1=CC2=C(CCN(CC2)CCO)C=C1OC)NC1=C(C=CC=C1)S(=O)(=O)N1CCCC1 (2-(7-{5-Chloro-4-[2-(pyrrolidine-1-sulfonyl)-phenylamino]-pyrimidin-2-ylamino}-8-methoxy-1,2,4,5-tetrahydro-3-benzazepin-3-yl)-ethanol). Isolated yield 43.0%. RXN SMILES: Cl[C:2]1[N:7]=[C:6]([NH:8][C:9]2[CH:14]=[CH:13][CH:12]=[CH:11][C:10]=2[S:15]([N:18]2[CH2:22][CH2:21][CH2:20][CH2:19]2)(=[O:17])=[O:16])[C:5]([Cl:23])=[CH:4][N:3]=1.[NH2:24][C:25]1[C:38]([O:39][CH3:40])=[CH:37][C:28]2[CH2:29][CH2:30][N:31]([CH2:34][CH2:35][OH:36])[CH2:32][CH2:33][C:27]=2[CH:26]=1>>[Cl:23][C:5]1[C:6]([NH:8][C:9]2[CH:14]=[CH:13][CH:12]=[CH:11][C:10]=2[S:15]([N:18]2[CH2:22][CH2:21][CH2:20][CH2:19]2)(=[O:17])=[O:16])=[N:7][C:2]([NH:24][C:25]2[C:38]([O:39][CH3:40])=[CH:37][C:28]3[CH2:29][CH2:30][N:31]([CH2:34][CH2:35][OH:36])[CH2:32][CH2:33][C:27]=3[CH:26]=2)=[N:3][CH:4]=1. Procedure details: In an analogous manner to Example 1534, the product was prepared from (2,5-Dichloro-pyrimidin-4-yl)-[2-(pyrrolidine-1-sulfonyl)-phenyl]-amine and 2-(7-Amino-8-methoxy-1,2,4,5-tetrahydro-3-benzazepin-3-yl)-ethanol. The product was isolated as a light yellow foam (40 mg, 43%). mp: 110° C., MS (ESI+): 573 (M+H), 1H-NMR (CDCl3, 400 MHz) δ 9.44 (s, 1H), 8.55 (d, J=8 Hz, 1H), 8.16 (s, 1H), 8.04 (s, 1H), 7.96 (d, J=8 Hz, 1H), 7.56 (t, J=8 Hz, 1H), 7.52 (s, 1H), 7.26 (m, 1H), 6.67 (s, 1H), 3.89 (s, 3H),... The solvent is CCOC(=O)C (EtOAc), O (water), C1CCOC1 (THF), C1(=CC=CC=C1)C (toluene). Procedure details: In a dried vessel, 32.8 mg (0.247 mMol) 3-cyclopropyl-aniline [preparation see: Tet. Lett. 43 (2002) 6987] are dissolved in 4.3 ml toluene and cooled to 10° C. Then 370 μl Me3Al (2 M in toluene; 0.74 mMol) are added via syringe. After 1 h at rt, a solution of 80 mg (0.247 mMol) 6-(2-methoxymethyl-pyrimidin-4-yloxy)-naphthalene-1-carboxylic acid methyl ester (Step 15.4) in 1 ml THF is added and the reaction mixture is stirred for 30 min in an oil bath of 110° C. The solution is cooled in ice and ... RXN SMILES: [CH:1]1([C:4]2[CH:5]=[C:6]([CH:8]=[CH:9][CH:10]=2)[NH2:7])[CH2:3][CH2:2]1.C[Al](C)C.C[O:16][C:17]([C:19]1[C:28]2[C:23](=[CH:24][C:25]([O:29][C:30]3[CH:35]=[CH:34][N:33]=[C:32]([CH2:36][O:37][CH3:38])[N:31]=3)=[CH:26][CH:27]=2)[CH:22]=[CH:21][CH:20]=1)=O.[NH4+].[Cl-]>C1(C)C=CC=CC=1.C1COCC1.CCOC(C)=O.O>[CH:1]1([C:4]2[CH:5]=[C:6]([NH:7][C:17]([C:19]3[C:28]4[C:23](=[CH:24][C:25]([O:29][C:30]5[CH:35]=[CH:34][N:33]=[C:32]([CH2:36][O:37][CH3:38])[N:31]=5)=[CH:26][CH:27]=4)[CH:22]=[CH:21][CH:20]=3)=[O:16])[CH:8]=[CH:9][CH:10]=2)[CH2:3][CH2:2]1 |f:3.4|. Starting materials: COC(=O)C1=CC=CC2=CC(=CC=C12)OC1=NC(=NC=C1)COC (6-(2-methoxymethyl-pyrimidin-4-yloxy)-naphthalene-1-carboxylic acid methyl ester), [NH4+].[Cl-] (NH4Cl), C1(CC1)C=1C=C(N)C=CC1 (3-cyclopropyl-aniline), C[Al](C)C (Me3Al). Run at temperature 10 celsius, time 1 hour. The product is C1(CC1)C=1C=C(C=CC1)NC(=O)C1=CC=CC2=CC(=CC=C12)OC1=NC(=NC=C1)COC (6-(2-Methoxymethyl-pyrimidin-4-yloxy)-naphthalene-1-carboxylic acid (3-cyclopropyl-phenyl)-amide). Reactants: C(C1=CC=CC=C1)ON=C1C[C@H](N(C1)C(=O)OC(C)(C)C)C(=O)O ((2S,4EZ)-4-[(benzyloxy)imino]-1-(tert-butoxycarbonyl)-2-pyrrolidinecarboxylic acid), O(C1=CC=CC=C1)C1=CC=C(C(=O)Cl)C=C1 (4-phenoxybenzoyl chloride), C(C)N(CCN)CC (N1,N1-diethyl-1,2-ethanediamine). The product is C(C1=CC=CC=C1)ON=C1C[C@H](N(C1)C(C1=CC=C(C=C1)OC1=CC=CC=C1)=O)C(=O)NCCN(CC)CC ((2S,4EZ)-4-[(benzyloxy)imino]-N-[2-(diethylamino)ethyl]-1-(4-phenoxybenzoyl)-2-pyrrolidinecarboxamide). RXN SMILES: [CH2:1]([O:8][N:9]=[C:10]1[CH2:14][N:13]([C:15]([O:17]C(C)(C)C)=O)[C@H:12]([C:22]([OH:24])=O)[CH2:11]1)[C:2]1[CH:7]=[CH:6][CH:5]=[CH:4][CH:3]=1.[O:25]([C:32]1[CH:40]=[CH:39][C:35](C(Cl)=O)=[CH:34][CH:33]=1)[C:26]1[CH:31]=[CH:30][CH:29]=[CH:28][CH:27]=1.[CH2:41]([N:43]([CH2:47][CH3:48])[CH2:44][CH2:45][NH2:46])[CH3:42]>>[CH2:1]([O:8][N:9]=[C:10]1[CH2:14][N:13]([C:15](=[O:17])[C:35]2[CH:34]=[CH:33][C:32]([O:25][C:26]3[CH:27]=[CH:28][CH:29]=[CH:30][CH:31]=3)=[CH:40][CH:39]=2)[C@H:12]([C:22]([NH:46][CH2:45][CH2:44][N:43]([CH2:47][CH3:48])[CH2:41][CH3:42])=[O:24])[CH2:11]1)[C:2]1[CH:3]=[CH:4][CH:5]=[CH:6][CH:7]=1. Procedure: Following the general method as outlined in Example 22, starting from (2S,4EZ)-4-[(benzyloxy)imino]-1-(tert-butoxycarbonyl)-2-pyrrolidinecarboxylic acid, 4-phenoxybenzoyl chloride, and N1,N1-diethyl-1,2-ethanediamine the title compound was obtained in 86% purity by LC/MS. MS(FSI+): m/z=529.6. Reactants: FC1=C(C=C(C=C1)F)CC(=O)O (2,5-difluorophenylacetic acid), S(=O)(Cl)Cl (thionyl chloride), N\C(\C(=O)OCC)=N/O ((Z)-ethyl 2-amino-2-(hydroxyimino)acetate), C(C)(C)N(C(C)C)CC (N,N-diisopropylethylamine), ice water. Solvent: C(Cl)(Cl)Cl (chloroform), ClCCl (dichloromethane). Run at temperature -10 celsius, time 10 minute. Product: FC1=C(C=C(C=C1)F)CC(=O)Cl (2-(2,5-difluorophenyl)acetyl chloride), N\C(\C(=O)OCC)=N/OC(CC1=C(C=CC(=C1)F)F)=O ((Z)-ethyl 2-amino-2-(2-(2,5-difluorophenyl)acetoxyimino)acetate). The yield is 89.3%. RXN SMILES: [F:1][C:2]1[CH:7]=[CH:6][C:5]([F:8])=[CH:4][C:3]=1[CH2:9][C:10]([OH:12])=[O:11].S(Cl)([Cl:15])=O.[NH2:17]/[C:18](=[N:24]\[OH:25])/[C:19]([O:21][CH2:22][CH3:23])=[O:20].C(N(CC)C(C)C)(C)C>C(Cl)(Cl)Cl.ClCCl>[F:1][C:2]1[CH:7]=[CH:6][C:5]([F:8])=[CH:4][C:3]=1[CH2:9][C:10]([Cl:15])=[O:12].[NH2:17]/[C:18](=[N:24]\[O:25][C:10](=[O:11])[CH2:9][C:3]1[CH:4]=[C:5]([F:8])[CH:6]=[CH:7][C:2]=1[F:1])/[C:19]([O:21][CH2:22][CH3:23])=[O:20]. Procedure details: 2-(2,5-difluorophenyl)acetyl chloride was prepared by heating overnight a suspension of 2,5-difluorophenylacetic acid (0.865 g; 3.67 mmol) and thionyl chloride (1.34 mL; 18.15 mmol) in chloroform (30 mL) at 80° C. After evaporation of the solvent and the excess of the thionyl chloride under reduced pressure, the residue was dissolved in dried dichloromethane (10 mL). This solution was added to a suspension of (Z)-ethyl 2-amino-2-(hydroxyimino)acetate (0.500 g; 3.67 mmol) and N,N-diisopropylethyl... Reactants: COC=1C=C2C(=CC=NC2=CC1OC)OC1=CC=C(C=C1)N (6,7-Dimethoxy-4-(4-aminophenoxy)quinoline), CC1=C(C=CC=C1)N=C=O (2-methylphenyl isocyanate). Run in C1(=CC=CC=C1)C (toluene). The product is COC=1C=C2C(=CC=NC2=CC1OC)OC1=CC=C(C=C1)NC(=O)NC1=C(C=CC=C1)C (N-{4-[(6,7-Dimethoxy-4-quinolyl)oxy]phenyl}-N'-(2-methylphenyl)urea). Isolated yield 82.0%. RXN SMILES: [CH3:1][O:2][C:3]1[CH:4]=[C:5]2[C:10](=[CH:11][C:12]=1[O:13][CH3:14])[N:9]=[CH:8][CH:7]=[C:6]2[O:15][C:16]1[CH:21]=[CH:20][C:19]([NH2:22])=[CH:18][CH:17]=1.[CH3:23][C:24]1[CH:29]=[CH:28][CH:27]=[CH:26][C:25]=1[N:30]=[C:31]=[O:32]>C1(C)C=CC=CC=1>[CH3:1][O:2][C:3]1[CH:4]=[C:5]2[C:10](=[CH:11][C:12]=1[O:13][CH3:14])[N:9]=[CH:8][CH:7]=[C:6]2[O:15][C:16]1[CH:17]=[CH:18][C:19]([NH:22][C:31]([NH:30][C:25]2[CH:26]=[CH:27][CH:28]=[CH:29][C:24]=2[CH3:23])=[O:32])=[CH:20][CH:21]=1. Procedure: 6,7-Dimethoxy-4-(4-aminophenoxy)quinoline (51 mg) was dissolved in toluene (5 ml) with heat, 2-methylphenyl isocyanate (0.2 ml) was added, and the admixture was refluxed with heat for 15 minutes. The resulting residue was purified by column chromatography on silica gel eluting with chloroform/acetone (10/1) to obtain 61 mg of the title compound (yield: 82%).